From a dataset of the Open Reaction Database (ORD), a public repository of structured organic reaction records. describe an organic reaction: reactants, conditions, products, and yield The reactants are ( A ), [N+](=O)([O-])C=1C=CC(=CC1)C(=O)OO (p-nitroperbenzoic acid), crude product, C(C)(C)(C)O (tert.-butanol), OC1=CC=2CC[C@H]3[C@@H]4CC=C[C@@]4(CC)CC[C@@H]3C2C=C1 (3-hydroxy-18-methyl-1,3,5(10),16-estratetraene). Run in C(CCl)Cl (ethylene chloride), C(CCl)Cl (ethylene chloride). Run at time 18 hour. Product: O1[C@H]2[C@@H]1[C@]1(CC)[C@@H](C2)[C@@H]2CCC=3C=C(C=CC3[C@H]2CC1)O (16α,17α-epoxy-3-hydroxy-18-methyl-1,3,5(10)-estratriene). As a reaction SMILES: [N+](C1C=CC(C(OO)=O)=CC=1)([O-])=O.[C:14]([OH:18])([CH3:17])([CH3:16])C.[OH:19][C:20]1[CH:38]=[CH:37][C:36]2[C@@H:35]3[C@H:25]([C@H:26]4[C@@:30]([CH2:33][CH2:34]3)(CC)[CH:29]=[CH:28]C4)[CH2:24][CH2:23][C:22]=2[CH:21]=1>C(Cl)CCl>[O:18]1[C@H:16]2[C@:30]3([CH2:33][CH2:34][C@H:35]4[C@@H:25]([CH2:24][CH2:23][C:22]5[CH:21]=[C:20]([OH:19])[CH:38]=[CH:37][C:36]=54)[C@@H:26]3[CH2:17][C@@H:14]12)[CH2:29][CH3:28]. Reported procedure: At room temperature, a solution of 360 mg. of p-nitroperbenzoic acid in 2.5 ml. of tert.-butanol and 0.5 ml. of ethylene chloride is gradually added to 450 mg. of 3-hydroxy-18-methyl-1,3,5(10),16-estratetraene in 15 ml. of ethylene chloride. After 18 hours, the crude product is worked up as described in (A) and purified by preparative layer chromatography (eluent: hexane/ethyl acetate = 7 : 3). In this way, 310 mg. of 16α,17α-epoxy-3-hydroxy-18-methyl-1,3,5(10)-estratriene is isolated as an oily... The reactants are ClC=1OC2=C(N1)C=C(C=C2)Cl (2,5-dichlorobenzoxazole), [K] (potassium), OC1=C(C(=O)O)C=CC=C1 (2-hydroxy benzoic acid), CS(=O)C (dimethylsulfoxide). Run in C(C)(=O)O (acetic acid). Product: ClC=1C=CC2=C(N=C(O2)OC=2C=CC=C(C(=O)O)C2)C1 (5-(5-chloro-2-benzoxazolyloxy) benzoic acid). Reaction SMILES: Cl[C:2]1[O:3][C:4]2[CH:10]=[CH:9][C:8]([Cl:11])=[CH:7][C:5]=2[N:6]=1.[K].O[C:14]1[CH:22]=[CH:21][CH:20]=[CH:19][C:15]=1[C:16]([OH:18])=[O:17].CS(C)=[O:25]>C(O)(=O)C>[Cl:11][C:8]1[CH:9]=[CH:10][C:4]2[O:3][C:2]([O:25][C:20]3[CH:21]=[CH:22][CH:14]=[C:15]([CH:19]=3)[C:16]([OH:18])=[O:17])=[N:6][C:5]=2[CH:7]=1 |^1:11|. Reported procedure: Substantially equimolar amounts of 2,5-dichlorobenzoxazole and the potassium salt of 2-hydroxy benzoic acid are reacted, in an inert organic solvent, e.g., dimethylsulfoxide, in the presence of acetic acid giving 5-(5-chloro-2-benzoxazolyloxy) benzoic acid. The benzoate is then nitrated by, for example, reaction with a mixture of nitric acid, sulfuric acid and acetic anhydride to give the corresponding 2-nitrobenzoic acid prepared as previously described. The 2-nitrobenzoic acid is then reacted ... The reactants are C(C)(C)(C)[Si](N1CCC=2C1=NC=C(C2)C)(C)C (1-(tert-Butyl-dimethyl-silanyl)-5-methyl-2,3-dihydro-1H-pyrrolo[2,3-b]pyridine), C(#N)C1=C(C(=O)C(=C(C1=O)Cl)Cl)C#N (DDQ). Solvent: C(=O)(O)[O-].[Na+] (NaHCO3), C(Cl)Cl (CH2Cl2). Run at time 15 minute. The product is C(C)(C)(C)[Si](N1C=CC=2C1=NC=C(C2)C)(C)C (1-(tert-Butyl-dimethyl-silanyl)-5-methyl-1H-pyrrolo[2,3-b]pyridine). RXN SMILES: [C:1]([Si:5]([CH3:17])([CH3:16])[N:6]1[C:10]2=[N:11][CH:12]=[C:13]([CH3:15])[CH:14]=[C:9]2[CH2:8][CH2:7]1)([CH3:4])([CH3:3])[CH3:2].C(C1C(=O)C(Cl)=C(Cl)C(=O)C=1C#N)#N>C(Cl)Cl.C([O-])(O)=O.[Na+]>[C:1]([Si:5]([CH3:17])([CH3:16])[N:6]1[C:10]2=[N:11][CH:12]=[C:13]([CH3:15])[CH:14]=[C:9]2[CH:8]=[CH:7]1)([CH3:4])([CH3:3])[CH3:2] |f:3.4|. Procedure details: To a stirred solution of the crude azaindoline 7 (0.64 mmol) in CH2Cl2 (10 mL) was added DDQ (145 mg, 0.64 mmol) in one portion. After 20 min the resulting black mixture was diluted with saturated aqueous NaHCO3 solution and stirred vigorously for 15 min. The aqueous layer was extracted with CHCl3 (2×) and the combined organic solutions were dried (MgSO4), filtered and concentrated to afford azaindole 8 as a brown oil, which was used directly in the next step without purification. The reactants are Cl\C=C/C=1N=CN2C1CN(C(C1=C2C=CC=C1)=O)C (3-[(Z)-2-chlorovinyl]-4,5-dihydro-5-methyl-6H-imidazo[1,5-a][1,4]benzodiazepin-6-one), N12CCCCCC2=NCCC1 (1,8-diazabicyclo[5.4.0]undec-7-ene), O (water). Run in CN(C=O)C (N,N-dimethylformamide). The product is C(#C)C=1N=CN2C1CN(C(C1=C2C=CC=C1)=O)C (3-ethynyl-4,5-dihydro-5-methyl-6H-imidazo[1,5-a][1,4]-benzodiazepin-6-one). As a reaction SMILES: Cl/[CH:2]=[CH:3]\[C:4]1[N:5]=[CH:6][N:7]2[C:13]3[CH:14]=[CH:15][CH:16]=[CH:17][C:12]=3[C:11](=[O:18])[N:10]([CH3:19])[CH2:9][C:8]=12.N12CCCN=C1CCCCC2.O>CN(C)C=O>[C:3]([C:4]1[N:5]=[CH:6][N:7]2[C:13]3[CH:14]=[CH:15][CH:16]=[CH:17][C:12]=3[C:11](=[O:18])[N:10]([CH3:19])[CH2:9][C:8]=12)#[CH:2]. Procedure details: 2.20 g (8 mmol) of 3-[(Z)-2-chlorovinyl]-4,5-dihydro-5-methyl-6H-imidazo[1,5-a][1,4]benzodiazepin-6-one were stirred at 145° for 6 hours together with 1.43 ml (9.6 mmol) of 1,8-diazabicyclo[5.4.0]undec-7-ene in 30 ml of N,N-dimethylformamide. The reaction mixture was subsequently poured into water and extracted five times with methylene chloride. The organic extracts were washed five times with water, dried over magnesium sulphate and evaporated. After chromatography of the residue on silica gel... Reactants: ClC1=CC=C(COC(C(=O)OCC)(C(F)(F)F)C(F)(F)F)C=C1 (ethyl 2-(4-chlorobenzyloxy)-3,3,3-trifluoro-2-trifluoromethylpropionate), [OH-].[Na+] (sodium hydroxide). Solvent: C(C)O (ethanol). Reaction conditions: time 2 day. Product: ClC1=CC=C(COC(C(=O)O)(C(F)(F)F)C(F)(F)F)C=C1 (2-(4-chlorobenzyloxy)-3,3,3-trifluoro-2-trifluoromethylpropionic acid). RXN SMILES: [Cl:1][C:2]1[CH:23]=[CH:22][C:5]([CH2:6][O:7][C:8]([C:18]([F:21])([F:20])[F:19])([C:14]([F:17])([F:16])[F:15])[C:9]([O:11]CC)=[O:10])=[CH:4][CH:3]=1.[OH-].[Na+]>C(O)C>[Cl:1][C:2]1[CH:23]=[CH:22][C:5]([CH2:6][O:7][C:8]([C:14]([F:15])([F:16])[F:17])([C:18]([F:19])([F:20])[F:21])[C:9]([OH:11])=[O:10])=[CH:4][CH:3]=1 |f:1.2|. Procedure details: A mixture of ethyl 2-(4-chlorobenzyloxy)-3,3,3-trifluoro-2-trifluoromethylpropionate (3.65 g.), N-aqueous sodium hydroxide (100 ml.) and ethanol (50 ml.) is stirred at ambient temperature for 2 days, and then evaporated in vacuo. Water is added, and the mixture is washed with ether. The aqueous phase is acidified with concentrated hydrochloric acid and extracted with ether. The extract is dried with sodium sulphate, evaporated, and the residue is crystallised from light petroleum (b.p. 40°-60° C...